describe an organic reaction: reactants, conditions, products, and yield From a dataset of the Open Reaction Database (ORD), a public repository of structured organic reaction records. The yield is 59.2%. As a reaction SMILES: [C:1]([C:3]1[CH:35]=[CH:34][C:6]2[N:7]([CH2:22][C:23]3[C:32]4[C:27](=[CH:28][CH:29]=[CH:30][CH:31]=4)[CH:26]=[CH:25][C:24]=3[CH3:33])[C:8](=[O:21])[C@@H:9]([NH:13][C:14](=[O:20])[O:15][C:16]([CH3:19])([CH3:18])[CH3:17])[C@H:10]([CH3:12])[NH:11][C:5]=2[CH:4]=1)#[N:2].N1C=CC=CC=1.[C:42](Cl)(=[O:44])[CH3:43]>C(Cl)Cl>[C:42]([N:11]1[C@@H:10]([CH3:12])[C@H:9]([NH:13][C:14](=[O:20])[O:15][C:16]([CH3:19])([CH3:18])[CH3:17])[C:8](=[O:21])[N:7]([CH2:22][C:23]2[C:32]3[C:27](=[CH:28][CH:29]=[CH:30][CH:31]=3)[CH:26]=[CH:25][C:24]=2[CH3:33])[C:6]2[CH:34]=[CH:35][C:3]([C:1]#[N:2])=[CH:4][C:5]1=2)(=[O:44])[CH3:43]. Procedure: To a 0° C. solution of tert-butyl(3S,4S)-7-cyano-4-methyl-1-((2-methylnaphthalen-1-yl)methyl)-2-oxo-2,3,4,5-tetrahydro-1H-benzo[b][1,4]diazepin-3-ylcarbamate (364 mg, 774 μmol) in CH2Cl2 (7.74 ml) was added pyridine (306 mg, 315 μl, 3.87 mmol), followed by acetyl chloride (71.8 μl, 1.01 mmol), dropwise. The reaction was stirred at 0° C. for 1 h, then allowed to warm to rt and stirred for an additional 15 h, then quenched by the addition of H2O and extracted with CH2Cl2. The combined organic laye... Starting materials: C(#N)C1=CC2=C(N(C([C@H]([C@@H](N2)C)NC(OC(C)(C)C)=O)=O)CC2=C(C=CC3=CC=CC=C23)C)C=C1 (tert-butyl(3S,4S)-7-cyano-4-methyl-1-((2-methylnaphthalen-1-yl)methyl)-2-oxo-2,3,4,5-tetrahydro-1H-benzo[b][1,4]diazepin-3-ylcarbamate), N1=CC=CC=C1 (pyridine), C(C)(=O)Cl (acetyl chloride). Yields the product C(C)(=O)N1C2=C(N(C([C@H]([C@@H]1C)NC(OC(C)(C)C)=O)=O)CC1=C(C=CC3=CC=CC=C13)C)C=CC(=C2)C#N (tert-butyl(3S,4S)-5-acetyl-7-cyano-4-methyl-1-((2-methylnaphthalen-1-yl)methyl)-2-oxo-2,3,4,5-tetrahydro-1H-benzo[b][1,4]diazepin-3-ylcarbamate). Solvent: C(Cl)Cl (CH2Cl2). Reaction conditions: temperature 0 celsius, time 1 hour. Starting materials: CCI, CC#CCOc1cc(C(O)c2ccccc2)ncn1, [Cl-], [H-], [NH4+], [Na+], C1CCOC1. Product: CC#CCOc1cc(C(OCC)c2ccccc2)ncn1. As a reaction SMILES: [CH2:22]([CH3:23])[I:24].[CH2:3]([C:4]#[C:5][CH3:6])[O:7][c:8]1[cH:9][c:10]([CH:14]([c:15]2[cH:16][cH:17][cH:18][cH:19][cH:20]2)[OH:21])[n:11][cH:12][n:13]1.[Cl-:25].[H-:1].[NH4+:26].[Na+:2].[O:27]1[CH2:28][CH2:29][CH2:30][CH2:31]1>>[CH2:3]([C:4]#[C:5][CH3:6])[O:7][c:8]1[cH:9][c:10]([CH:14]([c:15]2[cH:16][cH:17][cH:18][cH:19][cH:20]2)[O:21][CH2:22][CH3:23])[n:11][cH:12][n:13]1. Starting materials: C1(=CC=CC=C1)COC1=CC=C(C=C1)[C@H]1CC[C@H](N1C(=O)OC(C)(C)C)C(=O)OC (1-(1,1-Dimethylethyl) 2-methyl (2S,5R)-5-{4-[(phenylmethyl)oxy]phenyl}-1,2-pyrrolidinedicarboxylate), methyl, BrCC#N (bromoacetonitrile), C1CCCCC1 (cyclohexane). Reported procedure: The title compound was prepared (2.71 g, 76%) using a similar procedure t as set out earlier in Description 7 using crude 1-(1,1-dimethylethyl) 2-methyl (2S,5R)-5-{4-[(phenylmethyl)oxy]phenyl}-1,2-pyrrolidinedicarboxylate (D6, 3.25 g, 7.89 mmol) and bromoacetonitrile (3.3 ml, 47.38 mmol in 40 ml THF); Rt (HPLC): 6.4 min; Rf (cyclohexane:ethyl acetate=7:3): 0.40; MS: (ES/+) m/z: 473 [M+Na+]; C26H30N2O5 requires 450; 1H NMR (500 MHz, DMSO-d6) δ(ppm): 7.46-7.24 (m, 7H); 6.94 (d, 2H); 5.11 (s, 2H); ... RXN SMILES: [C:1]1([CH2:7][O:8][C:9]2[CH:14]=[CH:13][C:12]([C@@H:15]3[N:19]([C:20]([O:22][C:23]([CH3:26])([CH3:25])[CH3:24])=[O:21])[C@H:18]([C:27]([O:29][CH3:30])=[O:28])[CH2:17][CH2:16]3)=[CH:11][CH:10]=2)[CH:6]=[CH:5][CH:4]=[CH:3][CH:2]=1.Br[CH2:32][C:33]#[N:34].C1CCCCC1>C(OCC)(=O)C>[C:33]([CH2:32][C@@:18]1([C:27]([O:29][CH3:30])=[O:28])[CH2:17][CH2:16][C@H:15]([C:12]2[CH:11]=[CH:10][C:9]([O:8][CH2:7][C:1]3[CH:6]=[CH:5][CH:4]=[CH:3][CH:2]=3)=[CH:14][CH:13]=2)[N:19]1[C:20]([O:22][C:23]([CH3:25])([CH3:26])[CH3:24])=[O:21])#[N:34]. Yields the product C(#N)C[C@@]1(N([C@H](CC1)C1=CC=C(C=C1)OCC1=CC=CC=C1)C(=O)OC(C)(C)C)C(=O)OC (1-(1,1-Dimethylethyl) 2-methyl (2R,5R)-2-(cyanomethyl)-5-{4-[(phenylmethyl)oxy]phenyl}-1,2-pyrrolidinedicarboxylate). The solvent is C(C)(=O)OCC (ethyl acetate). The reactants are Brc1coc2ccccc12, CO, O=N[O-], [Na+], O=[N+]([O-])O. Yields the product O=[N+]([O-])c1oc2ccccc2c1Br. Reaction SMILES: [Br:1][c:2]1[cH:3][o:4][c:5]2[c:6]1[cH:7][cH:8][cH:9][cH:10]2.[CH3:19][OH:20].[N:15]([O-:16])=[O:17].[Na+:18].[OH:11][N+:12]([O-:13])=[O:14]>>[Br:1][c:2]1[c:3]([N+:12](=[O:11])[O-:13])[o:4][c:5]2[c:6]1[cH:7][cH:8][cH:9][cH:10]2. Starting materials: CC(C)(C)N, CO, c1ccc(OCC2CO2)c(CCCc2cccc3[nH]ccc23)c1. Yields the product CC(C)(C)NCC(O)COc1ccccc1CCCc1cccc2[nH]ccc12. RXN SMILES: [C:24]([CH3:25])([CH3:26])([CH3:27])[NH2:28].[CH3:29][OH:30].[O:1]1[CH:2]([CH2:4][O:5][c:6]2[c:7]([CH2:12][CH2:13][CH2:14][c:15]3[c:16]4[cH:17][cH:18][nH:19][c:20]4[cH:21][cH:22][cH:23]3)[cH:8][cH:9][cH:10][cH:11]2)[CH2:3]1>>[OH:1][CH:2]([CH2:3][NH:28][C:24]([CH3:25])([CH3:26])[CH3:27])[CH2:4][O:5][c:6]1[c:7]([CH2:12][CH2:13][CH2:14][c:15]2[c:16]3[cH:17][cH:18][nH:19][c:20]3[cH:21][cH:22][cH:23]2)[cH:8][cH:9][cH:10][cH:11]1. Reactants: C, CCOC(C)=O, O=C(OCc1ccccc1)c1cnn(Cc2nnc(-c3cccc(C(F)(F)F)c3)o2)c1, [Pd]. The product is O=C(O)c1cnn(Cc2nnc(-c3cccc(C(F)(F)F)c3)o2)c1. Reaction SMILES: [C:38].[CH3:32][CH2:33][O:34][C:35](=[O:36])[CH3:37].[F:1][C:2]([c:3]1[cH:4][c:5](-[c:9]2[n:10][n:11][c:12]([CH2:14][n:15]3[n:16][cH:17][c:18]([C:20](=[O:21])[O:22][CH2:23][c:24]4[cH:25][cH:26][cH:27][cH:28][cH:29]4)[cH:19]3)[o:13]2)[cH:6][cH:7][cH:8]1)([F:30])[F:31].[Pd:39]>>[F:1][C:2]([c:3]1[cH:4][c:5](-[c:9]2[n:10][n:11][c:12]([CH2:14][n:15]3[n:16][cH:17][c:18]([C:20](=[O:21])[OH:22])[cH:19]3)[o:13]2)[cH:6][cH:7][cH:8]1)([F:30])[F:31].